Dataset: the Open Reaction Database (ORD), a public repository of structured organic reaction records. Task: describe an organic reaction: reactants, conditions, products, and yield Reactants: N#CBr, CC(C)N(CC(N)CO)c1ccc(Cc2ccccc2)cc1. Yields the product CC(C)N(CC1COC(N)=N1)c1ccc(Cc2ccccc2)cc1. As a reaction SMILES: [N:23]#[C:24][Br:25].[NH2:1][CH:2]([CH2:3][OH:4])[CH2:5][N:6]([CH:7]([CH3:8])[CH3:9])[c:10]1[cH:11][cH:12][c:13]([CH2:16][c:17]2[cH:18][cH:19][cH:20][cH:21][cH:22]2)[cH:14][cH:15]1>>[N:1]1=[C:24]([NH2:23])[O:4][CH2:3][CH:2]1[CH2:5][N:6]([CH:7]([CH3:8])[CH3:9])[c:10]1[cH:11][cH:12][c:13]([CH2:16][c:17]2[cH:18][cH:19][cH:20][cH:21][cH:22]2)[cH:14][cH:15]1.